From a dataset of the Open Reaction Database (ORD), a public repository of structured organic reaction records. describe an organic reaction: reactants, conditions, products, and yield Run at temperature 20 celsius, time 18 hour. Run in CN(C)C=O (DMF), O (water). Isolated yield 75.6%. Product: ClC1=CC2=C(C(C3=C(CN2C)C=CC=N3)N3CC[N+](CC3)(C(CC3=CC=NC=C3)=O)[O-])C=C1 (1-(8-Chloro-6,11-dihydro-6-methyl-5H-pyrido[3,2-c][1]benzazepin-11-yl)-4-(4-pyridine-acetyl)piperazine N4-oxide). Reported procedure: (8-Chloro-6,11-dihydro-6-methyl-5H-pyrido[3,2-c][1]benzazepin-11-yl)-piperazine (100 mg, 0.305 mmol), 4-pyridine-acetic acid 1-oxide (93.3 mg, 0.61 mmol), EDCl (0.116 g, 0.61 mmol) and HOBT (82.4 mg, 0.61 mmol) were dissolved in DMF (2 ml), and NMM (1 ml) was added. The reaction mixture was stirred at 20° C. for 18 hours and then diluted with water (50 ml), and the aqueous phase was then extracted with EtOAc (about 8 times) until no product was visible in the aqueous layer. The EtOAc phase was t... Starting materials: ClC1=CC2=C(C(C3=C(CN2C)C=CC=N3)N3CCNCC3)C=C1 ((8-Chloro-6,11-dihydro-6-methyl-5H-pyrido[3,2-c][1]benzazepin-11-yl)-piperazine), [N+]1(=CC=C(C=C1)CC(=O)O)[O-] (4-pyridine-acetic acid 1-oxide), CCN=C=NCCCN(C)C.Cl (EDCl), C=1C=CC2=C(C1)N=NN2O (HOBT), CN1CCOCC1 (NMM). RXN SMILES: [Cl:1][C:2]1[CH:23]=[CH:22][C:5]2[CH:6]([N:16]3[CH2:21][CH2:20][NH:19][CH2:18][CH2:17]3)[C:7]3[N:15]=[CH:14][CH:13]=[CH:12][C:8]=3[CH2:9][N:10]([CH3:11])[C:4]=2[CH:3]=1.[N+:24]1([O-])[CH:29]=[CH:28][C:27]([CH2:30][C:31](O)=[O:32])=[CH:26][CH:25]=1.CCN=C=NCCCN(C)C.Cl.C1C=CC2N([OH:56])N=NC=2C=1.CN1CCOCC1>CN(C=O)C.O>[Cl:1][C:2]1[CH:23]=[CH:22][C:5]2[CH:6]([N:16]3[CH2:21][CH2:20][N+:19]([O-:56])([C:31](=[O:32])[CH2:30][C:27]4[CH:28]=[CH:29][N:24]=[CH:25][CH:26]=4)[CH2:18][CH2:17]3)[C:7]3[N:15]=[CH:14][CH:13]=[CH:12][C:8]=3[CH2:9][N:10]([CH3:11])[C:4]=2[CH:3]=1 |f:2.3|. Reactants: C[Si](C)(C)C#CC1NC(=O)C1NC(c1ccccc1)(c1ccccc1)c1ccccc1, CCCC[N+](CCCC)(CCCC)CCCC, CCCCC, ClCCl, [F-]. Yields the product C#CC1NC(=O)C1NC(c1ccccc1)(c1ccccc1)c1ccccc1. Reaction SMILES: [CH3:1][Si:2]([C:3]#[C:4][CH:5]1[CH:6]([NH:10][C:11]([c:12]2[cH:13][cH:14][cH:15][cH:16][cH:17]2)([c:18]2[cH:19][cH:20][cH:21][cH:22][cH:23]2)[c:24]2[cH:25][cH:26][cH:27][cH:28][cH:29]2)[C:7](=[O:9])[NH:8]1)([CH3:30])[CH3:31].[CH3:33][CH2:34][CH2:35][CH2:36][N+:37]([CH2:38][CH2:39][CH2:40][CH3:41])([CH2:42][CH2:43][CH2:44][CH3:45])[CH2:46][CH2:47][CH2:48][CH3:49].[CH3:50][CH2:51][CH2:52][CH2:53][CH3:54].[Cl:55][CH2:56][Cl:57].[F-:32]>>[CH:3]#[C:4][CH:5]1[CH:6]([NH:10][C:11]([c:12]2[cH:13][cH:14][cH:15][cH:16][cH:17]2)([c:18]2[cH:19][cH:20][cH:21][cH:22][cH:23]2)[c:24]2[cH:25][cH:26][cH:27][cH:28][cH:29]2)[C:7](=[O:9])[NH:8]1. The reactants are OC1CCN2C3=C(C=CC=C13)C(=C2)C=2C(NC(C2C2=CNC1=CC=CC=C21)=O)=O (3-(6-hydroxy-5,6-dihydro-4H-pyrrolo[3,2,1-ij]quinolin-1-yl)-4-(1H-indol-3-yl)-1H-pyrrole-2,5-dione), [Mg] (magnesium). The solvent is CO (methanol). Run at temperature 80 celsius. Product: OC1CCN2C3=C(C=CC=C13)C(=C2)[C@@H]2C(NC([C@H]2C2=CNC1=CC=CC=C21)=O)=O ((rac)-trans-3-(6-hydroxy-5,6-dihydro-4H-pyrrolo[3,2,1-ij]quinolin-1-yl)-4-(1H-indol-3-yl)pyrrolidine-2,5-dione). The yield is 14.3%. Reaction SMILES: [OH:1][CH:2]1[C:11]2[C:6]3=[C:7]([C:12]([C:14]4[C:15](=[O:29])[NH:16][C:17](=[O:28])[C:18]=4[C:19]4[C:27]5[C:22](=[CH:23][CH:24]=[CH:25][CH:26]=5)[NH:21][CH:20]=4)=[CH:13][N:5]3[CH2:4][CH2:3]1)[CH:8]=[CH:9][CH:10]=2.[Mg]>CO>[OH:1][CH:2]1[C:11]2[C:6]3=[C:7]([C:12]([C@H:14]4[C@H:18]([C:19]5[C:27]6[C:22](=[CH:23][CH:24]=[CH:25][CH:26]=6)[NH:21][CH:20]=5)[C:17](=[O:28])[NH:16][C:15]4=[O:29])=[CH:13][N:5]3[CH2:4][CH2:3]1)[CH:8]=[CH:9][CH:10]=2. Procedure: To a solution of 3-(6-hydroxy-5,6-dihydro-4H-pyrrolo[3,2,1-ij]quinolin-1-yl)-4-(1H-indol-3-yl)-1H-pyrrole-2,5-dione (293 mg, 0.76 mmol) in anhydrous methanol (15 mL) in a 40 mL reaction vial was added magnesium turnings (300 mg, 15.2 mmol). The mixture was capped and heated at 80° C. in an oil bath. After 4 hr the reaction was cooled to room temperature and the methanol removed under reduced pressure. The mixture was diluted with dichloromethane (20 mL) and washed with 10% HCl (20 mL). The aqueo... The reactants are NC1=CC(=C(CCNC(OC(C)(C)C)=O)C=C1)I (tert-butyl (4-amino-2-iodobenzyl)methylcarbamate), ClC1=NC=C(C(=N1)Cl)Cl (2,4,5-trichloropyrimidine). Product: ClC1=NC=C(C(=N1)NC1=CC(=C(CCNC(OC(C)(C)C)=O)C=C1)I)Cl (tert-Butyl {4-[(2,5-dichloropyrimidin-4-yl)amino]-2-iodobenzyl}methylcarbamate). Isolated yield 57.0%. Reaction SMILES: [NH2:1][C:2]1[CH:17]=[CH:16][C:5]([CH2:6][CH2:7][NH:8][C:9](=[O:15])[O:10][C:11]([CH3:14])([CH3:13])[CH3:12])=[C:4]([I:18])[CH:3]=1.[Cl:19][C:20]1[N:25]=[C:24](Cl)[C:23]([Cl:27])=[CH:22][N:21]=1>>[Cl:19][C:20]1[N:25]=[C:24]([NH:1][C:2]2[CH:17]=[CH:16][C:5]([CH2:6][CH2:7][NH:8][C:9](=[O:15])[O:10][C:11]([CH3:12])([CH3:13])[CH3:14])=[C:4]([I:18])[CH:3]=2)[C:23]([Cl:27])=[CH:22][N:21]=1. Procedure details: The desired compound was prepared according to the procedure of Example B5, step G using tert-butyl (4-amino-2-iodobenzyl)methylcarbamate and 2,4,5-trichloropyrimidine as the starting materials in 57% yield. LCMS for C17H20Cl21N4O2 (M+H)+: m/z=509.1, 511.1. Reactants: NC1=C(C=C(C=C1Cl)C(O)CN)Cl (4-amino-α-(aminomethyl)-3,5-dichlorobenzenemethanol), BrCCCCOCCSCCC1=CC=CC=C1 ([2-[[2-(4-bromobutoxy)ethyl]thio]ethyl]benzene). The solvent is CN(C)C=O (DMF). Yields the product NC1=C(C=C(C=C1Cl)C(O)CNCCCCOCCSCCC1=CC=CC=C1)Cl (4-Amino-3,5-dichloro-α-[[[4-[2-[(2-phenylethyl)thio]ethoxy]butyl]amino]methyl]benzenemethanol). Yield: 64.1%. As a reaction SMILES: [NH2:1][C:2]1[C:7]([Cl:8])=[CH:6][C:5]([CH:9]([CH2:11][NH2:12])[OH:10])=[CH:4][C:3]=1[Cl:13].Br[CH2:15][CH2:16][CH2:17][CH2:18][O:19][CH2:20][CH2:21][S:22][CH2:23][CH2:24][C:25]1[CH:30]=[CH:29][CH:28]=[CH:27][CH:26]=1>CN(C=O)C>[NH2:1][C:2]1[C:3]([Cl:13])=[CH:4][C:5]([CH:9]([CH2:11][NH:12][CH2:15][CH2:16][CH2:17][CH2:18][O:19][CH2:20][CH2:21][S:22][CH2:23][CH2:24][C:25]2[CH:26]=[CH:27][CH:28]=[CH:29][CH:30]=2)[OH:10])=[CH:6][C:7]=1[Cl:8]. Reported procedure: A solution of 4-amino-α-(aminomethyl)-3,5-dichlorobenzenemethanol (1.53 g), [2-[[2-(4-bromobutoxy)ethyl]thio]ethyl]benzene (1.0 g) and DEA (0.71 g) in DMF (20 ml) was stirred under nitrogen at 100° for 2 h. The solvent was evaporated in vacuo and the residue purified by FCC eluting with System G (95:5:1) to give an oil. The oil was partitioned between dichloromethane (50 ml) and 8% sodium bicarbonate (75 ml) and the aqueous solution re-extracted with dichloromethane (50 ml). The organic extracts... Starting materials: N (NH3), P(Cl)(Cl)(Cl)(Cl)Cl (PCl5), N (NH3), N (NH3). Product: N1=P(N=P(N=P(N=P1(Cl)Cl)(Cl)Cl)(Cl)Cl)(Cl)Cl (phosphonitrilic chloride). Reaction SMILES: [NH3:1].[P:2]([Cl:7])([Cl:6])(Cl)(Cl)Cl>>[N:1]1[P:2]([Cl:7])([Cl:6])=[N:1][P:2]([Cl:7])([Cl:6])=[N:1][P:2]([Cl:7])([Cl:6])=[N:1][P:2]=1([Cl:7])[Cl:6]. Procedure: A two-stage cascaded continuous reaction is effected as set forth in Example I, with the exception that NH3 feed is divided equally between the two reactors, instead of the total NH3 being fed to the first reactor. Into each reactor is metered a five to ten percent excess over the one-half molar equivalent of NH3, based on the moles of PCl5 introduced. A sample of product obtained under conditions as described in Example I, was collected and filtered. The filtrate was stripped of solvent in vacu...